Dataset: the Open Reaction Database (ORD), a public repository of structured organic reaction records. Task: describe an organic reaction: reactants, conditions, products, and yield The reactants are BrC1=CC2=C(C3=NC(=CN3CCO2)C=2N(N=C(N2)C)C(C)C)C=C1 (8-bromo-2-(2-isopropyl-5-methyl-2H-[1,2,4]triazol-3-yl)-4,5-dihydro-6-oxa-1,3a-diazabenzo[e]azulene), C(C)(C)N1CCC(CC1)S (1-isopropylpiperidine-4-thiol), CC1(C2=C(C(=CC=C2)P(C3=CC=CC=C3)C4=CC=CC=C4)OC5=C(C=CC=C51)P(C6=CC=CC=C6)C7=CC=CC=C7)C (XantPhos), CCN(C(C)C)C(C)C (DIPEA). The reagents and catalysts are C=1C=CC(=CC1)/C=C/C(=O)/C=C/C2=CC=CC=C2.C=1C=CC(=CC1)/C=C/C(=O)/C=C/C2=CC=CC=C2.C=1C=CC(=CC1)/C=C/C(=O)/C=C/C2=CC=CC=C2.[Pd].[Pd] (Pd2(dba)3). The solvent is O1CCOCC1 (dioxane). Run at temperature 120 celsius. Product: C(C)(C)N1N=C(N=C1C1=CN2CCOC3=C(C2=N1)C=CC(=C3)SC3CCN(CC3)C(C)C)C (2-(2-Isopropyl-5-methyl-2H-[1,2,4]triazol-3-yl)-8-(1-isopropylpiperidin-4-ylsulfanyl)-4,5-dihydro-6-oxa-1,3a-diazabenzo[e]azulene). Isolated yield 70.5%. As a reaction SMILES: Br[C:2]1[CH:24]=[CH:23][C:5]2[C:6]3[N:10]([CH2:11][CH2:12][O:13][C:4]=2[CH:3]=1)[CH:9]=[C:8]([C:14]1[N:15]([CH:20]([CH3:22])[CH3:21])[N:16]=[C:17]([CH3:19])[N:18]=1)[N:7]=3.[CH:25]([N:28]1[CH2:33][CH2:32][CH:31]([SH:34])[CH2:30][CH2:29]1)([CH3:27])[CH3:26].CC1(C)C2C(=C(P(C3C=CC=CC=3)C3C=CC=CC=3)C=CC=2)OC2C(P(C3C=CC=CC=3)C3C=CC=CC=3)=CC=CC1=2.CCN(C(C)C)C(C)C>O1CCOCC1.C1C=CC(/C=C/C(/C=C/C2C=CC=CC=2)=O)=CC=1.C1C=CC(/C=C/C(/C=C/C2C=CC=CC=2)=O)=CC=1.C1C=CC(/C=C/C(/C=C/C2C=CC=CC=2)=O)=CC=1.[Pd].[Pd]>[CH:20]([N:15]1[C:14]([C:8]2[N:7]=[C:6]3[N:10]([CH2:11][CH2:12][O:13][C:4]4[CH:3]=[C:2]([S:34][CH:31]5[CH2:32][CH2:33][N:28]([CH:25]([CH3:27])[CH3:26])[CH2:29][CH2:30]5)[CH:24]=[CH:23][C:5]=43)[CH:9]=2)=[N:18][C:17]([CH3:19])=[N:16]1)([CH3:22])[CH3:21] |f:5.6.7.8.9|. Procedure: A mixture of 8-bromo-2-(2-isopropyl-5-methyl-2H-[1,2,4]triazol-3-yl)-4,5-dihydro-6-oxa-1,3a-diazabenzo[e]azulene (150 mg, 0.386 mmol), 1-isopropylpiperidine-4-thiol (92 mg, 0.579 mmol), Pd2(dba)3 (18 mg, 5 mol %), XantPhos (23 mg, 10 mol %) and DIPEA (0.27 mL, 1.54 mmol) in dioxane (4 mL) was purged with nitrogen and then heated at 120° C. for 1 h using microwave irradiation. After cooling to RT, the crude mixture was diluted with DCM (75 mL) and purified by column chromatography (Si-PCC, gradie... The reactants are COC(=O)c1cc(C(=O)c2ccccc2)n(C)c1, CCO, [Na+], [OH-]. The product is Cn1cc(C(=O)O)cc1C(=O)c1ccccc1. RXN SMILES: [CH3:1][n:2]1[cH:3][c:4]([C:15](=[O:16])[O:17][CH3:18])[cH:5][c:6]1[C:7]([c:8]1[cH:9][cH:10][cH:11][cH:12][cH:13]1)=[O:14].[CH3:21][CH2:22][OH:23].[Na+:20].[OH-:19]>>[CH3:1][n:2]1[cH:3][c:4]([C:15](=[O:16])[OH:17])[cH:5][c:6]1[C:7]([c:8]1[cH:9][cH:10][cH:11][cH:12][cH:13]1)=[O:14]. The reactants are CS(C)=O, Clc1cncc(Cl)c1Cl, [H-], COc1ccc2c(N)c(CCOCc3ccccc3)c(=O)oc2c1OC1CCCC1, [Na+]. Product: COc1ccc2c(Nc3c(Cl)cncc3Cl)c(CCOCc3ccccc3)c(=O)oc2c1OC1CCCC1. RXN SMILES: [CH3:42][S:43]([CH3:44])=[O:45].[Cl:33][c:34]1[cH:35][n:36][cH:37][c:38]([Cl:41])[c:39]1[Cl:40].[H-:1].[NH2:3][c:4]1[c:5]([CH2:23][CH2:24][O:25][CH2:26][c:27]2[cH:28][cH:29][cH:30][cH:31][cH:32]2)[c:6](=[O:22])[o:7][c:8]2[c:9]([O:16][CH:17]3[CH2:18][CH2:19][CH2:20][CH2:21]3)[c:10]([O:14][CH3:15])[cH:11][cH:12][c:13]12.[Na+:2]>>[NH:3]([c:4]1[c:5]([CH2:23][CH2:24][O:25][CH2:26][c:27]2[cH:28][cH:29][cH:30][cH:31][cH:32]2)[c:6](=[O:22])[o:7][c:8]2[c:9]([O:16][CH:17]3[CH2:18][CH2:19][CH2:20][CH2:21]3)[c:10]([O:14][CH3:15])[cH:11][cH:12][c:13]12)[c:39]1[c:34]([Cl:33])[cH:35][n:36][cH:37][c:38]1[Cl:41]. Reactants: ClCS(=O)(=O)C1=CC=C(C=C1)F (1-Chloromethanesulfonyl-4-fluoro-benzene), CC1=CC=C(C=C1)O (4-methyl-phenol), C(=O)([O-])[O-].[K+].[K+] (K2CO3). The solvent is CC(=O)N(C)C (DMA), CCOC(=O)C (EtOAc), O (water). Conditions: temperature 95 celsius. The product is ClCS(=O)(=O)C1=CC=C(C=C1)OC1=CC=C(C=C1)C (1-Chloromethanesulfonyl-4-(p-tolyloxy)-benzene). As a reaction SMILES: [Cl:1][CH2:2][S:3]([C:6]1[CH:11]=[CH:10][C:9](F)=[CH:8][CH:7]=1)(=[O:5])=[O:4].[CH3:13][C:14]1[CH:19]=[CH:18][C:17]([OH:20])=[CH:16][CH:15]=1.C([O-])([O-])=O.[K+].[K+]>CC(N(C)C)=O.CCOC(C)=O.O>[Cl:1][CH2:2][S:3]([C:6]1[CH:11]=[CH:10][C:9]([O:20][C:17]2[CH:18]=[CH:19][C:14]([CH3:13])=[CH:15][CH:16]=2)=[CH:8][CH:7]=1)(=[O:5])=[O:4] |f:2.3.4|. Reported procedure: A mixture of 1-chloromethanesulfonyl-4-fluoro-benzene (0.5 g, 2.4 mmol) from Step A, 4-methyl-phenol (0.21 mL, 2.0 mmol) and K2CO3 (0.55 g, 4.0 mmol) in dry DMA (10 mL) was heated at 95° C. overnight. The reaction mixture was diluted with EtOAc and water. After the usual work-up, crude product was purified by chromatography (silica gel, 25% EtOAc/hexanes). MS 319 (M+H)+. Reactants: CC=1N(C(=CC1)C)C1=C(C=CC=C1)CC#N (2-(2,5-Dimethylpyrrol-1-yl)phenylacetonitrile), C(C(=O)OCC)(=O)OCC (diethyl oxalate), CC(C)([O-])C.[Na+] (sodium tert-butoxide). Solvent: C(C)O (ethanol), C(C)O (ethanol), C(C)O (ethanol). Product: C(#N)C(C(C(=O)OCC)=O)C1=C(C=CC=C1)N1C(=CC=C1C)C (ethyl 3-cyano-3-[2-(2,5-dimethylpyrrol-1-yl)phenyl]-2-oxopropionate). Reaction SMILES: [CH3:1][C:2]1[N:3]([C:8]2[CH:13]=[CH:12][CH:11]=[CH:10][C:9]=2[CH2:14][C:15]#[N:16])[C:4]([CH3:7])=[CH:5][CH:6]=1.[C:17](OCC)(=[O:23])[C:18]([O:20][CH2:21][CH3:22])=[O:19].CC(C)([O-])C.[Na+]>C(O)C>[C:15]([CH:14]([C:9]1[CH:10]=[CH:11][CH:12]=[CH:13][C:8]=1[N:3]1[C:2]([CH3:1])=[CH:6][CH:5]=[C:4]1[CH3:7])[C:17](=[O:23])[C:18]([O:20][CH2:21][CH3:22])=[O:19])#[N:16] |f:2.3|. Procedure details: 2-(2,5-Dimethylpyrrol-1-yl)phenylacetonitrile (15 mmol) and diethyl oxalate (4.38 g, 30 mml) were sequentially added neat washing with ethanol (15 mL) to a solution of sodium tert-butoxide (1.73 g, 18 mmol) in ethanol (15 mL). The reaction mixture was heated at reflux under a nitrogen atmosphere for 4.5 hours to provide a solution of ethyl 3-cyano-3-[2-(2,5-dimethylpyrrol-1-yl)phenyl]-2-oxopropionate in ethanol. The reactants are ClC1=CC=C2C=C(N=CC2=C1)C(=O)OC (Methyl 7-chloroisoquinoline-3-carboxylate). Run in Cl (hydrochloric acid). Product: Cl.ClC1=CC=C2C=C(N=CC2=C1)C(=O)O (7-Chloroisoquinoline-3-carboxylic acid hydrochloride). The yield is 165.8%. As a reaction SMILES: [Cl:1][C:2]1[CH:11]=[C:10]2[C:5]([CH:6]=[C:7]([C:12]([O:14]C)=[O:13])[N:8]=[CH:9]2)=[CH:4][CH:3]=1>Cl>[ClH:1].[Cl:1][C:2]1[CH:11]=[C:10]2[C:5]([CH:6]=[C:7]([C:12]([OH:14])=[O:13])[N:8]=[CH:9]2)=[CH:4][CH:3]=1 |f:2.3|. Reported procedure: Methyl 7-chloroisoquinoline-3-carboxylate (0.23 g) was dissolved in concentrated hydrochloric acid (10 ml) to heat the mixture for 18 hours under reflux. The temperature of the reaction mixture was dropped to room temperature, and deposits were collected by filtration and then washed with water to obtain the title compound (0.21 g) as a colorless solic.